This data is from the Open Reaction Database (ORD), a public repository of structured organic reaction records. The task is: describe an organic reaction: reactants, conditions, products, and yield The reactants are BrC=1C=2C(=C3N(C2C=C(C1)F)CCC3CC(=O)OC)SC3=CC=C(C=C3)Cl ((+/−)-Methyl [8-bromo-9-[(4-chlorophenyl)sulfanyl]-6-fluoro-2,3-dihydro-1H-pyrrolo[1,2-a]indol-1-yl]acetate), CC1=NOC(=C1B(O)O)C (3,5-dimethylisoxazol-4-ylboronic acid). The product is ClC1=CC=C(C=C1)SC1=C2N(C=3C=C(C=C(C13)C=1C(=NOC1C)C)F)CCC2CC(=O)O ((+/−)-[9-[(4-CHLOROPHENYL)THIO]-8-(3,5-DIMETHYLISOXAZOL-4-YL)-6-FLUORO-2,3-DIHYDRO-1H-PYRROLO[1,2-a]INDOL-1-YL]ACETIC ACID). RXN SMILES: Br[C:2]1[C:3]2[C:4]([S:20][C:21]3[CH:26]=[CH:25][C:24]([Cl:27])=[CH:23][CH:22]=3)=[C:5]3[CH:14]([CH2:15][C:16]([O:18]C)=[O:17])[CH2:13][CH2:12][N:6]3[C:7]=2[CH:8]=[C:9]([F:11])[CH:10]=1.[CH3:28][C:29]1[C:33](B(O)O)=[C:32]([CH3:37])[O:31][N:30]=1>>[Cl:27][C:24]1[CH:23]=[CH:22][C:21]([S:20][C:4]2[C:3]3[C:2]([C:33]4[C:29]([CH3:28])=[N:30][O:31][C:32]=4[CH3:37])=[CH:10][C:9]([F:11])=[CH:8][C:7]=3[N:6]3[CH2:12][CH2:13][CH:14]([CH2:15][C:16]([OH:18])=[O:17])[C:5]=23)=[CH:26][CH:25]=1. Procedure: Starting from (+/−)-methyl[8-bromo-9-[(4-chlorophenyl)sulfanyl]-6-fluoro-2,3-dihydro-1H-pyrrolo[1.12-a]indol-1-yl]acetate (Example 7, Step 9) and 3,5-dimethylisoxazol-4-ylboronic acid, the title compound was synthesized following the procedures described Example 108.